This data is from the Open Reaction Database (ORD), a public repository of structured organic reaction records. The task is: describe an organic reaction: reactants, conditions, products, and yield Starting materials: ClC1=CC=C(C=C1)CC(=O)Br (4-Chlorophenylacetyl bromide), C(#N)[S-].[K+] (KSCN), O (Water). Run in C(C)O (ethanol). Run at temperature 80 celsius, time 10 minute. The product is ClC1=CC=C(C=C1)CC(=O)SC#N (4-chlorophenylacetyl thiocyanate). The yield is 91.2%. RXN SMILES: [Cl:1][C:2]1[CH:7]=[CH:6][C:5]([CH2:8][C:9](Br)=[O:10])=[CH:4][CH:3]=1.[C:12]([S-:14])#[N:13].[K+].O>C(O)C>[Cl:1][C:2]1[CH:7]=[CH:6][C:5]([CH2:8][C:9]([S:14][C:12]#[N:13])=[O:10])=[CH:4][CH:3]=1 |f:1.2|. Procedure details: 4-Chlorophenylacetyl bromide (12.2 g, 52.3 mmol) was suspended in ethanol (50 ml) and heated to 60° C.–70° C. An aqueous solution (10 ml) of KSCN (5.59 g, 57.5 mmol) was added by small portions, and after addition, the mixture was stirred at 80° C. for 10 min. The reaction mixture was left standing at room temperature for 4 hrs. Water (150 ml) was added and the precipitated solid was collected by filtration. The residue was washed twice with water (150 ml) and dried under reduced pressure to giv...